From a dataset of the Open Reaction Database (ORD), a public repository of structured organic reaction records. describe an organic reaction: reactants, conditions, products, and yield The reactants are C1(=CC=CC2=CC=CC=C12)S(=O)(=O)NCCC1=CC=C(C=CC(=O)OCC)C=C1 (ethyl 4-[2-(1-naphthylsulphonamido)-ethyl]-cinnamate), Cl.NCCC1=CC=C(C=CC(=O)OCC)C=C1 (ethyl 4-(2-aminoethyl)-cinnamate hydrochloride), C1(=CC=CC2=CC=CC=C12)OS(=O)(=O)Cl (1-napthylsulphochloride). Product: ClC1=CC=C(C=C1)S(=O)(=O)NCCC1=CC=C(C=CC(=O)O)C=C1 (4-[2-(4-chlorobenzenesulphonamido)-ethyl]-cinnamic acid). The yield is 88.0%. RXN SMILES: [C:1]1([S:11]([NH:14][CH2:15][CH2:16][C:17]2[CH:29]=[CH:28][C:20]([CH:21]=[CH:22][C:23]([O:25]CC)=[O:24])=[CH:19][CH:18]=2)(=[O:13])=[O:12])[C:10]2[C:5](=CC=CC=2)[CH:4]=[CH:3][CH:2]=1.Cl.NCCC1C=CC(C=CC(OCC)=O)=CC=1.C1(OS([Cl:61])(=O)=O)C2C(=CC=CC=2)C=CC=1>>[Cl:61][C:4]1[CH:5]=[CH:10][C:1]([S:11]([NH:14][CH2:15][CH2:16][C:17]2[CH:29]=[CH:28][C:20]([CH:21]=[CH:22][C:23]([OH:25])=[O:24])=[CH:19][CH:18]=2)(=[O:13])=[O:12])=[CH:2][CH:3]=1 |f:1.2|. Procedure details: ethyl 4-[2-(1-naphthylsulphonamido)-ethyl]-cinnamate from ethyl 4-(2-aminoethyl)-cinnamate hydrochloride and 1-napthylsulphochloride; m.p. 85°-86° C. (recrystallized from ethanol); yield 88% of theory, and therefrom by hydrolysis Yields the product CN1C(=O)C(NC(=NC(N)=O)Nc2ccc(N3CCOCC3)c3ccccc23)N=C(c2ccccc2Cl)c2cc(Cl)ccc21. As a reaction SMILES: [CH2:52]1[O:53][CH2:54][CH2:55][CH2:56]1.[Cl:1][c:2]1[cH:3][cH:4][c:5]2[c:6]([cH:43]1)[C:7]([c:36]1[c:37]([Cl:42])[cH:38][cH:39][cH:40][cH:41]1)=[N:8][CH:9]([NH:14][C:15](=[N:16][C:17]#[N:18])[NH:19][c:20]1[cH:21][cH:22][c:23]([N:30]3[CH2:31][CH2:32][O:33][CH2:34][CH2:35]3)[c:24]3[cH:25][cH:26][cH:27][cH:28][c:29]13)[C:10](=[O:13])[N:11]2[CH3:12].[OH2:44].[OH:45][C:46]([C:47]([F:48])([F:49])[F:50])=[O:51]>>[Cl:1][c:2]1[cH:3][cH:4][c:5]2[c:6]([cH:43]1)[C:7]([c:36]1[c:37]([Cl:42])[cH:38][cH:39][cH:40][cH:41]1)=[N:8][CH:9]([NH:14][C:15](=[N:16][C:17]([NH2:18])=[O:45])[NH:19][c:20]1[cH:21][cH:22][c:23]([N:30]3[CH2:31][CH2:32][O:33][CH2:34][CH2:35]3)[c:24]3[cH:25][cH:26][cH:27][cH:28][c:29]13)[C:10](=[O:13])[N:11]2[CH3:12]. The reactants are C1CCOC1, CN1C(=O)C(NC(=NC#N)Nc2ccc(N3CCOCC3)c3ccccc23)N=C(c2ccccc2Cl)c2cc(Cl)ccc21, O, O=C(O)C(F)(F)F. The reactants are C(C)(=O)N[C@H](CC(=O)O)C1=C(NC2=CC=CC=C12)CC (acetyl-3(R)-(2-ethylindol-3-yl)-β-alanine), [OH-].[Na+] (NaOH), C(C)O (ethanol). Run at time 1 hour. Yields the product CCOC(=O)C.CCO.[NH4+].[OH-].O (EtOAc EtOH NH4OH H2O), C(C)(=O)N[C@H](CC(=O)O)C1=C(NC2=CC=CC=C12)CC (acetyl-3(R)-(2-ethylindol-3-yl)-β-alanine). Reaction SMILES: [C:1]([NH:4][C@@H:5]([C:10]1[C:18]2[C:13](=[CH:14][CH:15]=[CH:16][CH:17]=2)[NH:12][C:11]=1[CH2:19][CH3:20])[CH2:6][C:7]([OH:9])=[O:8])(=[O:3])[CH3:2].[OH-:21].[Na+].[CH2:23]([OH:25])[CH3:24]>>[CH3:23][CH2:24][O:9][C:7]([CH3:6])=[O:8].[CH3:2][CH2:1][OH:3].[NH4+:4].[OH-:25].[OH2:21].[C:1]([NH:4][C@@H:5]([C:10]1[C:18]2[C:13](=[CH:14][CH:15]=[CH:16][CH:17]=2)[NH:12][C:11]=1[CH2:19][CH3:20])[CH2:6][C:7]([OH:9])=[O:8])(=[O:3])[CH3:2] |f:1.2,4.5.6.7.8|. Reported procedure: A mixture of 7-2 (60 mg, 0.11 mmol), 1N NaOH (132 μL), and ethanol (1 mL) was stirred at ambient temperature for 1 hr, followed by concentration. Flash chromatography (silica, 25:10:1:1 to 15:10:1:1 EtOAc/EtOH/NH4OH/H2O) gave 7-3 as a white solid. Reactants: CSc1ccccc1OC(F)(F)F, O=C(OO)c1cccc(Cl)c1, ClCCl, [Na+], [OH-]. Product: CS(=O)(=O)c1ccccc1OC(F)(F)F. As a reaction SMILES: [CH3:1][S:2][c:3]1[c:4]([O:9][C:10]([F:11])([F:12])[F:13])[cH:5][cH:6][cH:7][cH:8]1.[Cl:14][c:15]1[cH:16][c:17]([C:22](=[O:19])[O:23][OH:24])[cH:18][cH:20][cH:21]1.[Cl:27][CH2:28][Cl:29].[Na+:26].[OH-:25]>>[CH3:1][S:2]([c:3]1[c:4]([O:9][C:10]([F:11])([F:12])[F:13])[cH:5][cH:6][cH:7][cH:8]1)(=[O:19])=[O:25]. The reactants are C1(CCC1)N1CCN(CC1)C(=O)C=1C=C2C=C(NC2=CC1)C(=O)N1CCS(CC1)(=O)=O ([5-(4-Cyclobutyl-piperazine-1-carbonyl)-1H-indol-2-yl]-(1,1-dioxothiomorpholin-4-yl)-methanone), FC(OC=1C=C(C=CC1)B(O)O)(F)F (3-(trifluoromethoxy)phenylboronic acid), N1=CC=CC=C1 (pyridine). The reagents and catalysts are C(C)(=O)[O-].[Cu+2].C(C)(=O)[O-] (copper(II) acetate). The solvent is ClCCl (dichloromethane). Product: C1(CCC1)N1CCN(CC1)C(=O)C=1C=C2C=C(N(C2=CC1)C1=CC(=CC=C1)OC(F)(F)F)C(=O)N1CCS(CC1)(=O)=O ([5-(4-Cyclobutyl-piperazine-1-carbonyl)-1-(3-trifluoromethoxy-phenyl)-1H-indol-2-yl]-(1,1-dioxothiomorpholin-4-yl)-methanone). The yield is 61.0%. As a reaction SMILES: [CH:1]1([N:5]2[CH2:10][CH2:9][N:8]([C:11]([C:13]3[CH:14]=[C:15]4[C:19](=[CH:20][CH:21]=3)[NH:18][C:17]([C:22]([N:24]3[CH2:29][CH2:28][S:27](=[O:31])(=[O:30])[CH2:26][CH2:25]3)=[O:23])=[CH:16]4)=[O:12])[CH2:7][CH2:6]2)[CH2:4][CH2:3][CH2:2]1.[F:32][C:33]([F:45])([F:44])[O:34][C:35]1[CH:36]=[C:37](B(O)O)[CH:38]=[CH:39][CH:40]=1.N1C=CC=CC=1>ClCCl.C([O-])(=O)C.[Cu+2].C([O-])(=O)C>[CH:1]1([N:5]2[CH2:6][CH2:7][N:8]([C:11]([C:13]3[CH:14]=[C:15]4[C:19](=[CH:20][CH:21]=3)[N:18]([C:37]3[CH:38]=[CH:39][CH:40]=[C:35]([O:34][C:33]([F:32])([F:44])[F:45])[CH:36]=3)[C:17]([C:22]([N:24]3[CH2:29][CH2:28][S:27](=[O:30])(=[O:31])[CH2:26][CH2:25]3)=[O:23])=[CH:16]4)=[O:12])[CH2:9][CH2:10]2)[CH2:2][CH2:3][CH2:4]1 |f:4.5.6|. Reported procedure: The title compound was synthesized in analogy to example 66, from [5-(4-cyclobutyl-piperazine-1-carbonyl)-1H-indol-2-yl]-(1,1-dioxothiomorpholin-4-yl)-methanone (example 202), 3-(trifluoromethoxy)phenylboronic acid, copper(II) acetate and pyridine in dichloromethane, to give the desired product as a light brown foam (61%).